The task is: describe an organic reaction: reactants, conditions, products, and yield. This data is from the Open Reaction Database (ORD), a public repository of structured organic reaction records. Reactants: NCCNC(=O)C1=NC(=C2N=CN(C2=N1)[C@@H]1O[C@@H]([C@H]([C@H]1O)O)C(=O)NCC)NCC(C1=CC=CC=C1)C1=CC=CC=C1 (N-(2-aminoethyl)-6-[(2,2-diphenylethyl)amino]-9-{(2R,3R,4S,5S)-5-[(ethylamino)carbonyl]-3,4-dihydroxytetrahydro-2-furanyl}-9H-purine-2-carboxamide), N1(C=NC=C1)C(=O)NCC1=CC=C(C(=O)OCC2=CC=CC=C2)C=C1 (benzyl 4-{[(1H-imidazol-1-ylcarbonyl)amino]methyl}benzoate). Yields the product C1(=CC=CC=C1)C(CNC1=C2N=CN(C2=NC(=N1)C(=O)NCCNC(=O)NCC1=CC=C(C(=O)OCC2=CC=CC=C2)C=C1)[C@@H]1O[C@@H]([C@H]([C@H]1O)O)C(=O)NCC)C1=CC=CC=C1 (Benzyl 4-[({[(2-{[(6-[(2,2-diphenylethyl)amino]-9-{(2R,3R,4S,5S)-5-[(ethylamino)carbonyl]-3,4-dihydroxytetrahydro-2-furanyl}-9H-purin-2-yl)carbonyl]amino}ethyl)amino]carbonyl}-amino)methyl}benzoate). As a reaction SMILES: [NH2:1][CH2:2][CH2:3][NH:4][C:5]([C:7]1[N:15]=[C:14]2[C:10]([N:11]=[CH:12][N:13]2[C@H:16]2[C@H:20]([OH:21])[C@H:19]([OH:22])[C@@H:18]([C:23]([NH:25][CH2:26][CH3:27])=[O:24])[O:17]2)=[C:9]([NH:28][CH2:29][CH:30]([C:37]2[CH:42]=[CH:41][CH:40]=[CH:39][CH:38]=2)[C:31]2[CH:36]=[CH:35][CH:34]=[CH:33][CH:32]=2)[N:8]=1)=[O:6].N1([C:48]([NH:50][CH2:51][C:52]2[CH:67]=[CH:66][C:55]([C:56]([O:58][CH2:59][C:60]3[CH:65]=[CH:64][CH:63]=[CH:62][CH:61]=3)=[O:57])=[CH:54][CH:53]=2)=[O:49])C=CN=C1>>[C:31]1([CH:30]([C:37]2[CH:42]=[CH:41][CH:40]=[CH:39][CH:38]=2)[CH2:29][NH:28][C:9]2[N:8]=[C:7]([C:5]([NH:4][CH2:3][CH2:2][NH:1][C:48]([NH:50][CH2:51][C:52]3[CH:67]=[CH:66][C:55]([C:56]([O:58][CH2:59][C:60]4[CH:65]=[CH:64][CH:63]=[CH:62][CH:61]=4)=[O:57])=[CH:54][CH:53]=3)=[O:49])=[O:6])[N:15]=[C:14]3[C:10]=2[N:11]=[CH:12][N:13]3[C@H:16]2[C@H:20]([OH:21])[C@H:19]([OH:22])[C@@H:18]([C:23]([NH:25][CH2:26][CH3:27])=[O:24])[O:17]2)[CH:36]=[CH:35][CH:34]=[CH:33][CH:32]=1. Reported procedure: Prepared from N-(2-aminoethyl)-6-[(2,2-diphenylethyl)amino]-9-{(2R,3R,4S,5S)-5-[(ethylamino)carbonyl]-3,4-dihydroxytetrahydro-2-furanyl}-9H-purine-2-carboxamide (Preparation 10) and benzyl 4-{[(1H-imidazol-1-ylcarbonyl)amino]methyl}benzoate (Preparation 54) by a similar method to Example 1. The target compound was obtained as a white solid. Reactants: COC(=O)C(=O)OC, CC(C)=O, C[O-], CO, [Na+], O. The product is COC(=O)C(=O)CC(C)=O. As a reaction SMILES: [C:6]([C:7]([O:9][CH3:8])=[O:10])(=[O:11])[O:12][CH3:13].[CH3:14][C:15]([CH3:16])=[O:17].[CH3:1][O-:2].[CH3:4][OH:5].[Na+:3].[OH2:18]>>[C:6]([C:7](=[O:9])[CH2:14][C:15]([CH3:16])=[O:17])(=[O:11])[O:12][CH3:13]. The reactants are CN(C)c1ccncc1, C(=NC1CCCCC1)=NC1CCCCC1, ClCCl, O=Cc1ccc(-c2ncc(OCCCCCCCCO)cn2)cc1, C=CC(=O)O. Yields the product C=CC(=O)OCCCCCCCCOc1cnc(-c2ccc(C=O)cc2)nc1. As a reaction SMILES: [CH3:45][N:46]([CH3:47])[c:48]1[cH:49][cH:50][n:51][cH:52][cH:53]1.[CH:1]1([N:2]=[C:3]=[N:4][CH:5]2[CH2:6][CH2:7][CH2:8][CH2:9][CH2:10]2)[CH2:11][CH2:12][CH2:13][CH2:14][CH2:15]1.[Cl:54][CH2:55][Cl:56].[OH:16][CH2:17][CH2:18][CH2:19][CH2:20][CH2:21][CH2:22][CH2:23][CH2:24][O:25][c:26]1[cH:27][n:28][c:29](-[c:32]2[cH:33][cH:34][c:35]([CH:36]=[O:37])[cH:38][cH:39]2)[n:30][cH:31]1.[OH:40][C:41](=[O:42])[CH:43]=[CH2:44]>>[O:16]([CH2:17][CH2:18][CH2:19][CH2:20][CH2:21][CH2:22][CH2:23][CH2:24][O:25][c:26]1[cH:27][n:28][c:29](-[c:32]2[cH:33][cH:34][c:35]([CH:36]=[O:37])[cH:38][cH:39]2)[n:30][cH:31]1)[C:41](=[O:40])[CH:43]=[CH2:44]. Reactants: C(C)(C)(C)OC(NC1(CCC1)C1=CC=C(C=C1)C1=C(OC2=CC=C(C=C2C1=O)F)C1=CC=CC=C1)=O ({1-[4-(6-fluoro-4-oxo-2-phenyl-4H-chromen-3-yl)-phenyl]-cyclobutyl}-carbamic acid tert-butyl ester), IC1=C(OC2=CC(=CC=C2C1=O)OC(F)(F)F)C1=CC=CC=C1 (3-iodo-2-phenyl-7-trifluoromethoxy-chromen-4-one). The product is C(C)(C)(C)OC(NC1(CCC1)C1=CC=C(C=C1)C1=C(OC2=CC(=CC=C2C1=O)OC(F)(F)F)C1=CC=CC=C1)=O ({1-[4-(4-oxo-2-phenyl-7-trifluoromethoxy-4H-chromen-3-yl)-phenyl]-cyclobutyl}-carbamic acid tert-butyl ester). As a reaction SMILES: [C:1]([O:5][C:6](=[O:36])[NH:7][C:8]1([C:12]2[CH:17]=[CH:16][C:15]([C:18]3[C:27](=[O:28])[C:26]4[C:21](=[CH:22][CH:23]=[C:24](F)[CH:25]=4)[O:20][C:19]=3[C:30]3[CH:35]=[CH:34][CH:33]=[CH:32][CH:31]=3)=[CH:14][CH:13]=2)[CH2:11][CH2:10][CH2:9]1)([CH3:4])([CH3:3])[CH3:2].IC1C(=O)C2C(=CC([O:49][C:50]([F:53])([F:52])[F:51])=CC=2)OC=1C1C=CC=CC=1>>[C:1]([O:5][C:6](=[O:36])[NH:7][C:8]1([C:12]2[CH:13]=[CH:14][C:15]([C:18]3[C:27](=[O:28])[C:26]4[C:21](=[CH:22][C:23]([O:49][C:50]([F:53])([F:52])[F:51])=[CH:24][CH:25]=4)[O:20][C:19]=3[C:30]3[CH:31]=[CH:32][CH:33]=[CH:34][CH:35]=3)=[CH:16][CH:17]=2)[CH2:9][CH2:10][CH2:11]1)([CH3:4])([CH3:3])[CH3:2]. Procedure: Following the procedure used to prepare {1-[4-(6-fluoro-4-oxo-2-phenyl-4H-chromen-3-yl)-phenyl]-cyclobutyl}-carbamic acid tert-butyl ester, 3-iodo-2-phenyl-7-trifluoromethoxy-chromen-4-one was reacted to give the title compound as a beige solid (83 mg, 100%). LCMS (Method B): RT=5.11 min, [M+Na]+=574. Isolated yield 100.0%. Reactants: O=C([O-])O, CCC1CC(n2cnc(CO)c2)C1, Cc1ccccc1, I, [Na+], [Na+], [Na+], O, O=S([O-])([O-])=S. Yields the product CCC1CC(n2cnc(C=O)c2)C1. As a reaction SMILES: [C:14](=[O:15])([OH:16])[O-:17].[CH2:1]([CH3:2])[CH:3]1[CH2:4][CH:5]([n:7]2[cH:8][n:9][c:10]([CH2:12][OH:13])[cH:11]2)[CH2:6]1.[CH3:27][c:28]1[cH:29][cH:30][cH:31][cH:32][cH:33]1.[I:19].[Na+:18].[Na+:25].[Na+:26].[OH2:34].[S:20]([O-:21])([O-:22])(=[O:23])=[S:24]>>[CH2:1]([CH3:2])[CH:3]1[CH2:4][CH:5]([n:7]2[cH:8][n:9][c:10]([CH:12]=[O:13])[cH:11]2)[CH2:6]1. Starting materials: Cl (HCl), C(CC(=O)OC)(=O)OC (dimethyl malonate), IC1=CSC=C1 (3-iodothiophene), [H-].[Na+] (NaH). Reagents/catalysts: [Cu]Br (copper (I) bromide). The solvent is O (water), N1=CC=CC2=CC=CC=C12 (quinoline). Run at temperature 80 celsius, time 4.5 hour. Yields the product S1C=C(C=C1)C(C(=O)OC)C(=O)OC (DIMETHYL 3-THIENYLMALONATE). Reaction SMILES: [C:1]([O:8][CH3:9])(=[O:7])[CH2:2][C:3]([O:5][CH3:6])=[O:4].[H-].[Na+].I[C:13]1[CH:17]=[CH:16][S:15][CH:14]=1.Cl>N1C2C(=CC=CC=2)C=CC=1.[Cu]Br.O>[S:15]1[CH:16]=[CH:17][C:13]([CH:2]([C:1]([O:8][CH3:9])=[O:7])[C:3]([O:5][CH3:6])=[O:4])=[CH:14]1 |f:1.2|. Procedure: In the way described before 5.3 g (=0.040 mole) dimethyl malonate were mono-deprotonated with 0.040 mole NaH in 75 ml quinoline. Then 6.7 g (=0.032 mole) 3-iodothiophene and 4.6 g (=0.032 mole) copper (I) bromide were added. The resulting mixture was stirred under N2 atmosphere during a period of 4.5 hours at a temperature of 80° C. and then poured out into a mixture of 75 ml water and 75 ml concentrated HCl. The precipitated copper salts were collected on a Buchner funnel and washed with chloro...